This data is from the Open Reaction Database (ORD), a public repository of structured organic reaction records. The task is: describe an organic reaction: reactants, conditions, products, and yield The product is ClC1=C(C=CC=C1Cl)C=1CCN(CC1)CCC (4-(2,3-dichlorophenyl)-1-propyl-1,2,3,6-tetrahydropyridine). As a reaction SMILES: [Cl:1][C:2]1[C:7]([Cl:8])=[CH:6][CH:5]=[CH:4][C:3]=1[C:9]1[CH:14]=[CH:13][N:12]=[CH:11][CH:10]=1.I[CH2:16][CH2:17][CH3:18].[BH4-].[Na+]>C(O)C>[Cl:1][C:2]1[C:7]([Cl:8])=[CH:6][CH:5]=[CH:4][C:3]=1[C:9]1[CH2:10][CH2:11][N:12]([CH2:16][CH2:17][CH3:18])[CH2:13][CH:14]=1 |f:2.3|. Reactants: ClC1=C(C=CC=C1Cl)C1=CC=NC=C1 (4-(2,3-dichlorophenyl)pyridine), ( 62 ), ( 11 ), ICCC (1-iodopropane), [BH4-].[Na+] (sodium borohydride). Procedure: Preparation according to preparation 10: 4-(2,3-dichlorophenyl)pyridine (1.0 g, 4.46 mmol), 1-iodopropane (6 ml), ethanol (60 ml), sodium borohydride (1.5 g, 44 mmol). Yield: 0.45 g. MS m/z (rel. intensity, 70 eV) 271 (M+, 16), 269 (M+, 28), 242 (62), 240 (bp), 127 (11). Solvent: C(C)O (ethanol). Starting materials: BrC=1C=C(C(=NC1)O)C1=NC2=C(N1)CCCC2 (5-bromo-3-(4,5,6,7-tetrahydro-1H-benzo[d]imidazol-2-yl)pyridin-2-ol), C([O-])([O-])=O.[Cs+].[Cs+] (Cesium carbonate), ClCI (chloroiodomethane). The solvent is CN(C)C=O (DMF). Conditions: temperature 100 celsius, time 30 minute. The product is BrC1=CC=2C=3N(COC2N=C1)C1=C(N3)CCCC1 (2-bromo-8,9,10,11-tetrahydro-6H-benzo[4,5]imidazo[1,2-c]pyrido[3,2-e][1,3]oxazine). Yield: 16.0%. As a reaction SMILES: [Br:1][C:2]1[CH:3]=[C:4]([C:9]2[NH:13][C:12]3[CH2:14][CH2:15][CH2:16][CH2:17][C:11]=3[N:10]=2)[C:5]([OH:8])=[N:6][CH:7]=1.[C:18](=O)([O-])[O-].[Cs+].[Cs+].ClCI>CN(C=O)C>[Br:1][C:2]1[CH:7]=[N:6][C:5]2[O:8][CH2:18][N:13]3[C:12]4[CH2:14][CH2:15][CH2:16][CH2:17][C:11]=4[N:10]=[C:9]3[C:4]=2[CH:3]=1 |f:1.2.3|. Procedure details: To a solution of 5-bromo-3-(4,5,6,7-tetrahydro-1H-benzo[d]imidazol-2-yl)pyridin-2-ol (0.3 g, 1.02 mmol) and Cesium carbonate (0.663 g, 2.04 mmol) in DMF (10 mL), was heated to 100° C. Then chloroiodomethane (215 mg, 1.22 mmol) was added by dropwise, the react mixture was stirred at 100° C. for 30 minutes. The solvent was removed off and the resulting residue was purified using flash column (petroleum ether:EtOAc 3:1) to provide 2-bromo-8,9,10,11-tetrahydro-6H-benzo[4,5]imidazo[1,2-c]pyrido[3,2-e... Starting materials: [Cl-].C(C(=C)C)(=O)OC1=CC=C(C=C1)[N+]1=C(C(=CC=C1C)CCCCCCCCC)C (1-(p-methacryloxyphenyl)-2,6-dimethyl-3-nonylpyridinium chloride), C=CC1=CC=C(C=C1)S(=O)(=O)[O-].[Na+] (sodium p-styrene sulfonate). Solvent: ClCCCl (1,2-dichloroethane). Run at temperature 45 celsius, time 4 hour. The product is C=CC1=CC=C(C=C1)S(=O)(=O)[O-].C(C(=C)C)(=O)OC1=CC=C(C=C1)[N+]1=C(C(=CC=C1C)CCCCCCCCC)C (1-(p-methacryloxyphenyl)-2,6-dimethyl-3-nonylpyridinium p-styrene sulfonate). As a reaction SMILES: [Cl-].[C:2]([O:7][C:8]1[CH:13]=[CH:12][C:11]([N+:14]2[C:19]([CH3:20])=[CH:18][CH:17]=[C:16]([CH2:21][CH2:22][CH2:23][CH2:24][CH2:25][CH2:26][CH2:27][CH2:28][CH3:29])[C:15]=2[CH3:30])=[CH:10][CH:9]=1)(=[O:6])[C:3]([CH3:5])=[CH2:4].[CH2:31]=[CH:32][C:33]1[CH:38]=[CH:37][C:36]([S:39]([O-:42])(=[O:41])=[O:40])=[CH:35][CH:34]=1.[Na+]>ClCCCl>[CH2:31]=[CH:32][C:33]1[CH:34]=[CH:35][C:36]([S:39]([O-:42])(=[O:41])=[O:40])=[CH:37][CH:38]=1.[C:2]([O:7][C:8]1[CH:13]=[CH:12][C:11]([N+:14]2[C:19]([CH3:20])=[CH:18][CH:17]=[C:16]([CH2:21][CH2:22][CH2:23][CH2:24][CH2:25][CH2:26][CH2:27][CH2:28][CH3:29])[C:15]=2[CH3:30])=[CH:10][CH:9]=1)(=[O:6])[C:3]([CH3:5])=[CH2:4] |f:0.1,2.3,5.6|. Reported procedure: To a 20 percent w/v 1,2-dichloroethane solution of 1-(p-methacryloxyphenyl)-2,6-dimethyl-3-nonylpyridinium chloride is added 150 g of sodium p-styrene sulfonate. The slurry is heated to 45° C. and stirred for 4 hours. The solids are separated from the supernatant liquid and the 1,2-dichloroethane is removed to give an oil of 1-(p-methacryloxyphenyl)-2,6-dimethyl-3-nonylpyridinium p-styrene sulfonate. The reactants are C(C1=CC=CC=C1)(C1=CC=CC=C1)O.NC1=C(OC2=C(C(=O)[O-])C=CC=C2)C=CC(=C1)C(F)(F)F (Benzhydrol 2-(2-amino-4-trifluoromethylphenoxy)benzoate), C(CCCCCCC)N=C=O (octylisocyanate). Solvent: N1=CC=CC=C1 (pyridine). Run at time 3 hour. The product is C(C1=CC=CC=C1)(C1=CC=CC=C1)O.C(CCCCCCC)NC(NC1=C(OC2=C(C(=O)[O-])C=CC=C2)C=CC(=C1)C(F)(F)F)=O (Benzhydrol 2-[2-[3-(octyl) ureido]-4-trifluoromethylphenoxy)benzoate). RXN SMILES: [CH:1]([OH:14])([C:8]1[CH:13]=[CH:12][CH:11]=[CH:10][CH:9]=1)[C:2]1[CH:7]=[CH:6][CH:5]=[CH:4][CH:3]=1.[NH2:15][C:16]1[CH:31]=[C:30]([C:32]([F:35])([F:34])[F:33])[CH:29]=[CH:28][C:17]=1[O:18][C:19]1[CH:27]=[CH:26][CH:25]=[CH:24][C:20]=1[C:21]([O-:23])=[O:22].[CH2:36]([N:44]=[C:45]=[O:46])[CH2:37][CH2:38][CH2:39][CH2:40][CH2:41][CH2:42][CH3:43]>N1C=CC=CC=1>[CH:1]([OH:14])([C:8]1[CH:9]=[CH:10][CH:11]=[CH:12][CH:13]=1)[C:2]1[CH:7]=[CH:6][CH:5]=[CH:4][CH:3]=1.[CH2:36]([NH:44][C:45](=[O:46])[NH:15][C:16]1[CH:31]=[C:30]([C:32]([F:33])([F:34])[F:35])[CH:29]=[CH:28][C:17]=1[O:18][C:19]1[CH:27]=[CH:26][CH:25]=[CH:24][C:20]=1[C:21]([O-:23])=[O:22])[CH2:37][CH2:38][CH2:39][CH2:40][CH2:41][CH2:42][CH3:43] |f:0.1,4.5|. Reported procedure: Benzhydrol 2-(2-amino-4-trifluoromethylphenoxy)benzoate (700 mg, 0.0015 mol) was dissolved in pyridine and octylisocyanate (412 mg, 0.0027 mol) was added to the mixture at room temperature and stirred for three hours. The solvent was evaporated and the residue was flash chromatographed (silica gel, ethyl acetate/hexane) to give the title compound. 1H NMR (250 MHz, CDCl3) δ8.7 (s, 1H), 8.2 (s, 1H), 7.95 (d, 1H), 7.29 (m, 10H), 7.12 (s, 1H), 7.1 (d, 1H), 7.0 (s, 1H), 6.9 (d, 1H), 4.8 (s, 1H), 3.1 ...